Dataset: the Open Reaction Database (ORD), a public repository of structured organic reaction records. Task: describe an organic reaction: reactants, conditions, products, and yield Reaction SMILES: [CH2:28]1[O:29][CH2:30][CH2:31][CH2:32]1.[CH3:1][O:2][C:3](=[O:4])[C:5]1([CH3:24])[CH2:6][N:7]([CH2:17][c:18]2[cH:19][cH:20][cH:21][cH:22][cH:23]2)[CH2:8][CH:9]1[c:10]1[cH:11][cH:12][c:13]([Cl:16])[cH:14][cH:15]1.[CH3:34][OH:35].[Li+:26].[OH-:25].[OH2:27].[OH2:33]>>[O:2]=[C:3]([OH:4])[C:5]1([CH3:24])[CH2:6][N:7]([CH2:17][c:18]2[cH:19][cH:20][cH:21][cH:22][cH:23]2)[CH2:8][CH:9]1[c:10]1[cH:11][cH:12][c:13]([Cl:16])[cH:14][cH:15]1. Product: CC1(C(=O)O)CN(Cc2ccccc2)CC1c1ccc(Cl)cc1. Starting materials: C1CCOC1, COC(=O)C1(C)CN(Cc2ccccc2)CC1c1ccc(Cl)cc1, CO, [Li+], [OH-], O, O. The reactants are BrC1=C2CN(C(C2=C(C=C1OC)OC)=O)CC1=CC=C(C=C1)OC(F)(F)F (4-bromo-5,7-Dimethoxy-2-(4-trifluoromethoxy-benzyl)-2,3-dihydro-isoindol-1 one), 2,2′-azobis(2-methyl propionitrile) AIBN, [F-].[K+] (potassium fluoride), C(CCC)[SnH](CCCC)CCCC (tributyl tin hydride). Run in C1=CC=CC=C1 (benzene). The product is COC=1C=C2CN(CC2=C(C1)OC)CC1=CC=C(C=C1)OC(F)(F)F (5,7-Dimethoxy-2-(4-trifluoromethoxy-benzyl)-2,3-dihydro-isoindol). Yield: 66.7%. Reaction SMILES: Br[C:2]1[C:10]([O:11][CH3:12])=[CH:9][C:8]([O:13][CH3:14])=[C:7]2[C:3]=1[CH2:4][N:5]([CH2:16][C:17]1[CH:22]=[CH:21][C:20]([O:23][C:24]([F:27])([F:26])[F:25])=[CH:19][CH:18]=1)[C:6]2=O.C([SnH](CCCC)CCCC)CCC.[F-].[K+]>C1C=CC=CC=1>[CH3:12][O:11][C:10]1[CH:2]=[C:3]2[C:7](=[C:8]([O:13][CH3:14])[CH:9]=1)[CH2:6][N:5]([CH2:16][C:17]1[CH:18]=[CH:19][C:20]([O:23][C:24]([F:26])([F:27])[F:25])=[CH:21][CH:22]=1)[CH2:4]2 |f:2.3|. Procedure: To a solution of 4-bromo-5,7-Dimethoxy-2-(4-trifluoromethoxy-benzyl)-2,3-dihydro-isoindol-1 one (0.200 g, 0.45 mmol) in benzene under N2 atmosphere was added 2,2′-azobis(2-methyl propionitrile) AIBN (5.0 mg), followed by tributyl tin hydride (0.238 mL, 0.9 mmol). The resulting mixture was refluxed in an oil bath for 2 h. The reaction was monitored by GC-MS for the disappearance of starting material. The reaction mixture was cooled to room temperature and stirred with potassium fluoride (200 mg) ...